This data is from the Open Reaction Database (ORD), a public repository of structured organic reaction records. The task is: describe an organic reaction: reactants, conditions, products, and yield Reactants: O1C(=CC=C1)C(C(=O)OC)=NOC (methyl 2-(furan-2-yl)-2-(methoxyimino)acetate), solution, C(=O)O (formic acid). The reagents and catalysts are [Zn] (zinc). Run in CO (MeOH), O (water). Reaction conditions: time 18 hour. Product: NC(C(=O)OC)C=1OC=CC1 (methyl 2-amino-2-(furan-2-yl)acetate). Isolated yield 68.5%. RXN SMILES: [O:1]1[CH:5]=[CH:4][CH:3]=[C:2]1[C:6](=[N:11]OC)[C:7]([O:9][CH3:10])=[O:8].C(O)=O>CO.O.[Zn]>[NH2:11][CH:6]([C:2]1[O:1][CH:5]=[CH:4][CH:3]=1)[C:7]([O:9][CH3:10])=[O:8]. Reported procedure: To a magnetically stirred solution of methyl 2-(furan-2-yl)-2-(methoxyimino)acetate (17.50 g, 96 mmol) in 300 mL of MeOH was added 200 mL of a solution of 50% formic acid in water. The reaction mixture was cooled to 0° C. (ice bath) and zinc dust (18.74 g, 287 mmol) was added. After stirring at room temperature for 18 hr, the reaction mixture was filtered through a plug of Celite and the plug was washed with MeOH. Solvent was removed on the rotary evaporator and the yellow residue was dissolved ... Reactants: C(C1=CC=CC=C1)C1=C(N=C(S1)N)C1=CC=C(C=C1)OC (5-benzyl-4-(4-methoxy-phenyl)-thiazol-2-ylamine), FC=1C=C(C(=O)Cl)C=C(C1)F (3,5-difluorobenzoyl chloride). Yields the product C(C1=CC=CC=C1)C1=C(N=C(S1)NC(C1=CC(=CC(=C1)F)F)=O)C1=CC=C(C=C1)OC (N-[5-benzyl-4-(4-methoxy-phenyl)-thiazol-2-yl]-3,5-difluoro-benzamide). Isolated yield 59.1%. As a reaction SMILES: [CH2:1]([C:8]1[S:12][C:11]([NH2:13])=[N:10][C:9]=1[C:14]1[CH:19]=[CH:18][C:17]([O:20][CH3:21])=[CH:16][CH:15]=1)[C:2]1[CH:7]=[CH:6][CH:5]=[CH:4][CH:3]=1.[F:22][C:23]1[CH:24]=[C:25]([CH:29]=[C:30]([F:32])[CH:31]=1)[C:26](Cl)=[O:27]>>[CH2:1]([C:8]1[S:12][C:11]([NH:13][C:26](=[O:27])[C:25]2[CH:24]=[C:23]([F:22])[CH:31]=[C:30]([F:32])[CH:29]=2)=[N:10][C:9]=1[C:14]1[CH:15]=[CH:16][C:17]([O:20][CH3:21])=[CH:18][CH:19]=1)[C:2]1[CH:3]=[CH:4][CH:5]=[CH:6][CH:7]=1. Reported procedure: A procedure similar to that in Example 4 was used. 5-benzyl-4-(4-methoxy-phenyl)-thiazol-2-ylamine prepared in Example 1 and 3,5-difluorobenzoyl chloride prepared in the step 1 were used as starting materials, allowed to react at room temperature overnight, followed by post-treatment to obtain a crude product, which was purified by a silica gel column chromatography eluted with a gradient of dichloromethane and ethyl acetate (20:1-10:1) to obtain a product as a white solid in a yield of 59.1%, m... The reactants are CN1C(=O)Cc2cc3c(cc2S1(=O)=O)CCCC3, [H-], [H][H], [Na+], C1CCOC1, O=C=Nc1ccccc1. RXN SMILES: [CH3:1][N:2]1[S:3](=[O:17])(=[O:18])[c:4]2[c:5]([cH:9][c:10]3[c:15]([cH:16]2)[CH2:14][CH2:13][CH2:12][CH2:11]3)[CH2:6][C:7]1=[O:8].[H-:19].[H:21][H:22].[Na+:20].[O:32]1[CH2:33][CH2:34][CH2:35][CH2:36]1.[c:23]1([N:29]=[C:30]=[O:31])[cH:24][cH:25][cH:26][cH:27][cH:28]1>>[CH3:1][N:2]1[S:3](=[O:17])(=[O:18])[c:4]2[c:5]([cH:9][c:10]3[c:15]([cH:16]2)[CH2:14][CH2:13][CH2:12][CH2:11]3)[CH:6]([C:30]([NH:29][c:23]2[cH:24][cH:25][cH:26][cH:27][cH:28]2)=[O:31])[C:7]1=[O:8]. The product is CN1C(=O)C(C(=O)Nc2ccccc2)c2cc3c(cc2S1(=O)=O)CCCC3. Reactants: CC(C)=O, O=S(=O)(O)Cl, N, [Na+], NS(=O)(=O)c1ccc(CCNC(=O)N2CCc3ccccc3C2=O)cc1, O=C=NC1CCCCC1, [OH-], O. Product: O=C(NC1CCCCC1)NS(=O)(=O)c1ccc(CCNC(=O)N2CCc3ccccc3C2=O)cc1. As a reaction SMILES: [CH3:44][C:45](=[O:46])[CH3:47].[Cl:27][S:28]([OH:29])(=[O:30])=[O:31].[NH3:32].[Na+:34].[O:1]=[C:2]1[N:3]([C:12](=[O:13])[NH:14][CH2:15][CH2:16][c:17]2[cH:18][cH:19][c:20]([S:23](=[O:24])(=[O:25])[NH2:26])[cH:21][cH:22]2)[CH2:4][CH2:5][c:6]2[cH:7][cH:8][cH:9][cH:10][c:11]21.[O:35]=[C:36]=[N:37][CH:38]1[CH2:39][CH2:40][CH2:41][CH2:42][CH2:43]1.[OH-:33].[OH2:48]>>[O:1]=[C:2]1[N:3]([C:12](=[O:13])[NH:14][CH2:15][CH2:16][c:17]2[cH:18][cH:19][c:20]([S:23](=[O:24])(=[O:25])[NH:26][C:36](=[O:35])[NH:37][CH:38]3[CH2:39][CH2:40][CH2:41][CH2:42][CH2:43]3)[cH:21][cH:22]2)[CH2:4][CH2:5][c:6]2[cH:7][cH:8][cH:9][cH:10][c:11]21. Starting materials: FC1=CC=C(C=C1)C1CCC(=O)O1 (γ-(p-fluorophenyl)-γ-butyrolactone), [OH-].[Na+] (sodium hydroxide), Cl (hydrochloric acid). The solvent is O (water). Conditions: temperature 0 celsius. Yields the product OC(CCC(=O)O)C1=CC=C(C=C1)F (racemic-4-hydroxy-4-(p-fluorophenyl)butyric acid). Isolated yield 93.0%. Reaction SMILES: [F:1][C:2]1[CH:7]=[CH:6][C:5]([CH:8]2[O:13][C:11](=[O:12])[CH2:10][CH2:9]2)=[CH:4][CH:3]=1.[OH-:14].[Na+].Cl>O>[OH:13][CH:8]([C:5]1[CH:4]=[CH:3][C:2]([F:1])=[CH:7][CH:6]=1)[CH2:9][CH2:10][C:11]([OH:12])=[O:14] |f:1.2|. Procedure: Commercial γ-(p-fluorophenyl)-γ-butyrolactone, 18.0 g. (0.10 mole) was added to a solution of 14.0 g. (0.35 mole) of sodium hydroxide in 100 ml. of water and the mixture heated at reflux for 40 minutes. After cooling to 0° C., 70 ml of 6 N hydrochloric acid was added at 0°-15° C. for one hour. The white solid which formed was filtered, washed with pentane and air dried to afford racemic-4-hydroxy-4-(p-fluorophenyl)butyric acid, 18.43 g., (93% yield). When heated to temperatures of about 100° C.,...